This data is from the Open Reaction Database (ORD), a public repository of structured organic reaction records. The task is: describe an organic reaction: reactants, conditions, products, and yield The reactants are CC(NC(=O)c1cc(Cl)cnc1Oc1ccc(F)cc1)c1ccc(C(=O)O)cc1, NS(=O)(=O)c1ccc(Cl)cc1. Yields the product CC(NC(=O)c1cc(Cl)cnc1Oc1ccc(F)cc1)c1ccc(C(=O)NS(=O)(=O)c2ccc(Cl)cc2)cc1. Reaction SMILES: [Cl:1][c:2]1[cH:3][c:4]([C:16](=[O:17])[NH:18][CH:19]([CH3:20])[c:21]2[cH:22][cH:23][c:24]([C:25](=[O:26])[OH:27])[cH:28][cH:29]2)[c:5]([O:8][c:9]2[cH:10][cH:11][c:12]([F:15])[cH:13][cH:14]2)[n:6][cH:7]1.[Cl:30][c:31]1[cH:32][cH:33][c:34]([S:37](=[O:38])(=[O:39])[NH2:40])[cH:35][cH:36]1>>[Cl:1][c:2]1[cH:3][c:4]([C:16](=[O:17])[NH:18][CH:19]([CH3:20])[c:21]2[cH:22][cH:23][c:24]([C:25](=[O:27])[NH:40][S:37]([c:34]3[cH:33][cH:32][c:31]([Cl:30])[cH:36][cH:35]3)(=[O:38])=[O:39])[cH:28][cH:29]2)[c:5]([O:8][c:9]2[cH:10][cH:11][c:12]([F:15])[cH:13][cH:14]2)[n:6][cH:7]1. Starting materials: solution, COC1=C(C=CC=2CCN(CCC21)C(C(F)(F)F)=O)C (6-methoxy-7-methyl-3-(2,2,2-trifluoroacetyl)-2,3,4,5-tetrahydro-1H-benzo[d]azepine). Solvent: C(Cl)Cl (DCM), C(Cl)Cl (DCM), C(Cl)Cl (DCM). Reaction conditions: time 8 hour. Yields the product OC1=C(C=CC=2CCN(CCC21)C(C(F)(F)F)=O)C (6-Hydroxy-7-methyl-3-(2,2,2-trifluoroacetyl)-2,3,4,5-tetrahydro-1H-benzo[d]azepine). Yield: 92.8%. As a reaction SMILES: C[O:2][C:3]1[C:13]2[CH2:12][CH2:11][N:10]([C:14](=[O:19])[C:15]([F:18])([F:17])[F:16])[CH2:9][CH2:8][C:7]=2[CH:6]=[CH:5][C:4]=1[CH3:20]>C(Cl)Cl>[OH:2][C:3]1[C:13]2[CH2:12][CH2:11][N:10]([C:14](=[O:19])[C:15]([F:18])([F:16])[F:17])[CH2:9][CH2:8][C:7]=2[CH:6]=[CH:5][C:4]=1[CH3:20]. Procedure details: Add borontribromide (21.6 mL, 1.0 M solution in DCM) to a solution of 6-methoxy-7-methyl-3-(2,2,2-trifluoroacetyl)-2,3,4,5-tetrahydro-1H-benzo[d]azepine (3.1 g, 10.8 mmol) in DCM (200 mL) at 0° C. under nitrogen. Warm to room temperature and stir overnight. Dilute with DCM and wash with water. Dry the organic layer over Na2SO4, filter and concentrate in vacuo. Purify by chromatography on silica gel eluting with hexane/EtOAc (1:0 and 9:1) to obtain the desired intermediate as a solid (2.74 g, 93%...